From a dataset of the Open Reaction Database (ORD), a public repository of structured organic reaction records. describe an organic reaction: reactants, conditions, products, and yield Starting materials: C[Si](C)(C)CCOCn1nc(-c2nc3cc(OC(F)(F)F)ccc3n2COCC[Si](C)(C)C)c2cc(Br)cnc21, O=C([O-])[O-], CC1(C)OB(c2cncc(C=O)c2)OC1(C)C, COCCOC, ClCCl, [Na+], [Na+], O, c1ccc(P(c2ccccc2)(c2ccccc2)[Pd](P(c2ccccc2)(c2ccccc2)c2ccccc2)(P(c2ccccc2)(c2ccccc2)c2ccccc2)P(c2ccccc2)(c2ccccc2)c2ccccc2)cc1. Yields the product C[Si](C)(C)CCOCn1nc(-c2nc3cc(OC(F)(F)F)ccc3n2COCC[Si](C)(C)C)c2cc(-c3cncc(C=O)c3)cnc21. As a reaction SMILES: [Br:1][c:2]1[cH:3][c:4]2[c:5]([n:6][cH:7]1)[n:8]([CH2:33][O:34][CH2:35][CH2:36][Si:37]([CH3:38])([CH3:39])[CH3:40])[n:9][c:10]2-[c:11]1[n:12][c:13]2[c:14]([n:15]1[CH2:16][O:17][CH2:18][CH2:19][Si:20]([CH3:21])([CH3:22])[CH3:23])[cH:24][cH:25][c:26]([O:28][C:29]([F:30])([F:31])[F:32])[cH:27]2.[C:58](=[O:59])([O-:60])[O-:61].[CH3:41][C:42]1([CH3:43])[C:44]([CH3:45])([CH3:46])[O:47][B:48]([c:49]2[cH:50][c:51]([CH:55]=[O:56])[cH:52][n:53][cH:54]2)[O:57]1.[CH3:64][O:65][CH2:66][CH2:67][O:68][CH3:69].[Cl:70][CH2:71][Cl:72].[Na+:62].[Na+:63].[OH2:73].[cH:74]1[cH:75][cH:76][c:77]([P:78]([Pd:79]([P:80]([c:81]2[cH:82][cH:83][cH:84][cH:85][cH:86]2)([c:87]2[cH:88][cH:89][cH:90][cH:91][cH:92]2)[c:93]2[cH:94][cH:95][cH:96][cH:97][cH:98]2)([P:99]([c:100]2[cH:101][cH:102][cH:103][cH:104][cH:105]2)([c:106]2[cH:107][cH:108][cH:109][cH:110][cH:111]2)[c:112]2[cH:113][cH:114][cH:115][cH:116][cH:117]2)[P:118]([c:119]2[cH:120][cH:121][cH:122][cH:123][cH:124]2)([c:125]2[cH:126][cH:127][cH:128][cH:129][cH:130]2)[c:131]2[cH:132][cH:133][cH:134][cH:135][cH:136]2)([c:137]2[cH:138][cH:139][cH:140][cH:141][cH:142]2)[c:143]2[cH:144][cH:145][cH:146][cH:147][cH:148]2)[cH:149][cH:150]1>>[c:2]1(-[c:49]2[cH:50][c:51]([CH:55]=[O:56])[cH:52][n:53][cH:54]2)[cH:3][c:4]2[c:5]([n:6][cH:7]1)[n:8]([CH2:33][O:34][CH2:35][CH2:36][Si:37]([CH3:38])([CH3:39])[CH3:40])[n:9][c:10]2-[c:11]1[n:12][c:13]2[c:14]([n:15]1[CH2:16][O:17][CH2:18][CH2:19][Si:20]([CH3:21])([CH3:22])[CH3:23])[cH:24][cH:25][c:26]([O:28][C:29]([F:30])([F:31])[F:32])[cH:27]2. Reactants: C(C1=CC=CC=C1)(=O)CC(=O)OCC (ethyl benzoylacetate), Cl.ClC=1C=C(C=C(C1)Cl)NN (3,5-dichlorophenylhydrazine hydrochloride), O.C1(=CC=C(C=C1)S(=O)(=O)O)C (p-toluenesulfonic acid monohydrate). The solvent is C(C)O (ethanol). Yields the product ClC=1C=C(C=C(C1)Cl)N1N=C(CC1=O)C1=CC=CC=C1 (2-(3,5-Dichloro-phenyl)-5-phenyl-2,4-dihydro-pyrazol-3-one). Isolated yield 57.0%. Reaction SMILES: [C:1]([CH2:9][C:10]([O:12]CC)=O)(=O)[C:2]1[CH:7]=[CH:6][CH:5]=[CH:4][CH:3]=1.Cl.[Cl:16][C:17]1[CH:18]=[C:19]([NH:24][NH2:25])[CH:20]=[C:21]([Cl:23])[CH:22]=1.O.C1(C)C=CC(S(O)(=O)=O)=CC=1>C(O)C>[Cl:16][C:17]1[CH:18]=[C:19]([N:24]2[C:10](=[O:12])[CH2:9][C:1]([C:2]3[CH:3]=[CH:4][CH:5]=[CH:6][CH:7]=3)=[N:25]2)[CH:20]=[C:21]([Cl:23])[CH:22]=1 |f:1.2,3.4|. Reported procedure: A solution of ethyl benzoylacetate (0.192 g, 1.00 mmol), 3,5-dichlorophenylhydrazine hydrochloride (0.235 g, 1.10 mmol), and p-toluenesulfonic acid monohydrate (0.019 g, 0.10 mmol) in ethanol (10 mL) was heated at reflux for 24 hours. The reaction solution was concentrated and the resulting residue was partitioned between ethyl acetate and aqueous 1N hydrochloric acid solution. The organic layer was further washed with water and brine, dried (sodium sulfate) and concentrated to afford a yellow s... Reactants: C(C)OC(C1=CC(=C(C(=C1)C1=CC(=CC=C1)OC)OCCO)C1=CC(=CC=C1)OC)=O (3.5-bis-(3-methoxyphenyl)-4-(2-hydroxyethoxy) benzoic acid ethyl ester), C(CCCCCCCCCCC)N (dodecylamine). Product: C(CCCCCCCCCCC)NC(C1=CC(=C(C(=C1)C1=CC(=CC=C1)OC)OCCO)C1=CC(=CC=C1)OC)=O (N-dodecyl-3,5-bis-(3-methoxyphenyl)-4-(2-hydroxyethoxy)benzamide). Isolated yield 66.1%. Reaction SMILES: C([O:3][C:4](=O)[C:5]1[CH:10]=[C:9]([C:11]2[CH:16]=[CH:15][CH:14]=[C:13]([O:17][CH3:18])[CH:12]=2)[C:8]([O:19][CH2:20][CH2:21][OH:22])=[C:7]([C:23]2[CH:28]=[CH:27][CH:26]=[C:25]([O:29][CH3:30])[CH:24]=2)[CH:6]=1)C.[CH2:32]([NH2:44])[CH2:33][CH2:34][CH2:35][CH2:36][CH2:37][CH2:38][CH2:39][CH2:40][CH2:41][CH2:42][CH3:43]>>[CH2:32]([NH:44][C:4](=[O:3])[C:5]1[CH:10]=[C:9]([C:11]2[CH:16]=[CH:15][CH:14]=[C:13]([O:17][CH3:18])[CH:12]=2)[C:8]([O:19][CH2:20][CH2:21][OH:22])=[C:7]([C:23]2[CH:28]=[CH:27][CH:26]=[C:25]([O:29][CH3:30])[CH:24]=2)[CH:6]=1)[CH2:33][CH2:34][CH2:35][CH2:36][CH2:37][CH2:38][CH2:39][CH2:40][CH2:41][CH2:42][CH3:43]. Reported procedure: In a manner similar to Example 1, Step 2, the title compound (0.386 g, 65%) was prepared from 3.5-bis-(3-methoxyphenyl)-4-(2-hydroxyethoxy) benzoic acid ethyl ester (0.44 g, 1.04 mmol) and dodecylamine (0.676 g, 3.65 mmol), 1H NMR (CDCl3) δ 7.75 (s, 2H), 7.38 (m, 2H), 7.19 (m, 4H), 6.94 (m, 2H), 6.21 (t, 1H), 3.85 (s, 6H), 3.41 (m, 4H), 3.28 (m, 2H), 1.60 (m, 2H), 1.23 (m, 18H), 0.85 (t, 3H). Reactants: ClC1=CC=C(C=C1)C1=C(N=C(N1)C1=CC=C(C=C1)[N+](=O)[O-])C(=O)NC=1SC=CN1 (5-(4-chlorophenyl)-2-(4-nitrophenyl)-N-(2-thiazolyl)imidazole-4-carboxamide), [Sn](Cl)Cl (tin(II) chloride). The solvent is Cl (hydrochloric acid), CO (methanol). Product: NC1=CC=C(C=C1)C=1NC(=C(N1)C(=O)NC=1SC=CN1)C1=CC=C(C=C1)Cl (2-(4-aminophenyl)-5-(4-chlorophenyl)-N-(2-thiazolyl)imidazole-4-carboxamide). As a reaction SMILES: [Cl:1][C:2]1[CH:7]=[CH:6][C:5]([C:8]2[NH:12][C:11]([C:13]3[CH:18]=[CH:17][C:16]([N+:19]([O-])=O)=[CH:15][CH:14]=3)=[N:10][C:9]=2[C:22]([NH:24][C:25]2[S:26][CH:27]=[CH:28][N:29]=2)=[O:23])=[CH:4][CH:3]=1.[Sn](Cl)Cl>CO.Cl>[NH2:19][C:16]1[CH:17]=[CH:18][C:13]([C:11]2[NH:12][C:8]([C:5]3[CH:6]=[CH:7][C:2]([Cl:1])=[CH:3][CH:4]=3)=[C:9]([C:22]([NH:24][C:25]3[S:26][CH:27]=[CH:28][N:29]=3)=[O:23])[N:10]=2)=[CH:14][CH:15]=1. Procedure: 5-(4-Chlorophenyl)-2-(4-nitrophenyl)-N-(2-thiazolyl)-imidazole-4-carboxamide obtained in Example 55 is suspended in methanol and ice-cooled. To the suspension was added a solution of tin(II) chloride 6 hydrate in 6 M hydrochloric acid and the mixture is reacted and treated in the same manner as in Example 48 to give 2-(4-aminophenyl)-5-(4-chlorophenyl)-N-(2-thiazolyl)imidazole-4-carboxamide. Starting materials: FC=1C=C2C=CN(C(C2=CC1)=O)CC1=CC=C(C=C1)OC (6-Fluoro-2-(4-methoxy-benzyl)-2H-isoquinolin-1-one), C(C=C)C1(CCC(CC1)O)N (4-Allyl-4-amino-cyclohexanol), C(C=C)C1(CCC(CC1)OC=1C=C2C=CN(C(C2=CC1Cl)=O)CC1=CC=C(C=C1)OC)N (6-(4-Allyl-4-amino-cyclohexyl oxy)-7-chloro-2-(4-methoxy-benzyl)-2H-isoquinolin-1-one). Product: C(C=C)C1(CCC(CC1)OC=1C=C2C=CN(C(C2=CC1)=O)CC1=CC=C(C=C1)OC)N (6-(4-Allyl-4-amino-cyclohexyloxy)-2-(4-methoxy-benzyl)-2H-isoquinolin-1-one). RXN SMILES: FC1C=C2C(=CC=1)C(=O)N(CC1C=CC(OC)=CC=1)C=C2.C(C1(N)CCC(O)CC1)C=C.[CH2:33]([C:36]1([NH2:64])[CH2:41][CH2:40][CH:39]([O:42][C:43]2[CH:44]=[C:45]3[C:50](=[CH:51][C:52]=2Cl)[C:49](=[O:54])[N:48]([CH2:55][C:56]2[CH:61]=[CH:60][C:59]([O:62][CH3:63])=[CH:58][CH:57]=2)[CH:47]=[CH:46]3)[CH2:38][CH2:37]1)[CH:34]=[CH2:35]>>[CH2:33]([C:36]1([NH2:64])[CH2:41][CH2:40][CH:39]([O:42][C:43]2[CH:44]=[C:45]3[C:50](=[CH:51][CH:52]=2)[C:49](=[O:54])[N:48]([CH2:55][C:56]2[CH:61]=[CH:60][C:59]([O:62][CH3:63])=[CH:58][CH:57]=2)[CH:47]=[CH:46]3)[CH2:38][CH2:37]1)[CH:34]=[CH2:35]. Procedure details: 422 mg of 6-(4-allyl-4-amino-cyclohexyloxy)-2-(4-methoxy-benzyl)-2H-isoquinolin-1-one (18) were synthesized as diastereomeric mixture starting from 641 mg (2.26 mmol) of 2-(4-methoxy-benzyl)-6-fluoro-2H-isoquinolin-1-one (9) and 370 mg (2.38 mmol) of 4-allyl-4-amino-cyclohexanol (16), following the protocol described for 6-(4-allyl-4-amino-cyclohexyloxy)-7-chloro-2-(4-methoxy-benzyl)-2H-isoquinolin-1-one (17). Rt=1.07 min, 1.10 min (Method C). Detected mass: 419.2 (M+H+). The reactants are O=C([O-])[O-], CI, CN(C)C=O, O=c1[nH]nc2ccc(Cl)nn12, [K+], [K+], O. Product: Cn1nc2ccc(Cl)nn2c1=O. Reaction SMILES: [C:12](=[O:13])([O-:14])[O-:15].[CH3:18][I:19].[CH3:21][N:22]([CH3:23])[CH:24]=[O:25].[Cl:1][c:2]1[cH:3][cH:4][c:5]2[n:6]([n:7]1)[c:8](=[O:11])[nH:9][n:10]2.[K+:16].[K+:17].[OH2:20]>>[Cl:1][c:2]1[cH:3][cH:4][c:5]2[n:6]([n:7]1)[c:8](=[O:11])[n:9]([CH3:12])[n:10]2. Reactants: BrC=1C=NC=CC1 (3-bromopyridine), [Li]CCCC (n-BuLi), [Li]C1=NC=CC=C1 (lithiopyridine), C(=O)C1=CC=C(C(=O)OC)C=C1 (methyl 4-formylbenzoate). The solvent is CCOCC (Et2O), hexanes, CCOCC (Et2O). Run at temperature -78 celsius, time 25 minute. Yields the product OC(C1=CC=C(C(=O)OC)C=C1)C=1C=NC=CC1 (Methyl 4-[Hydroxy(3-pyridyl)methyl]benzoate). Isolated yield 64.4%. As a reaction SMILES: Br[C:2]1[CH:3]=[N:4][CH:5]=[CH:6][CH:7]=1.[Li]CCCC.[CH:13]([C:15]1[CH:24]=[CH:23][C:18]([C:19]([O:21][CH3:22])=[O:20])=[CH:17][CH:16]=1)=[O:14].[Li]C1C=CC=CN=1>CCOCC>[OH:14][CH:13]([C:2]1[CH:3]=[N:4][CH:5]=[CH:6][CH:7]=1)[C:15]1[CH:16]=[CH:17][C:18]([C:19]([O:21][CH3:22])=[O:20])=[CH:23][CH:24]=1. Procedure: To a cooled solution (-78° C.) of 10.6 mL (0.11 mol) of 3-bromopyridine in 1.2 L of anhydrous Et2O was added dropwise 93.8 mL (0.15 mol) of 1.6M n-BuLi in hexanes over 1 h period. The turbid yellow solution was stirred at -78° C. for 25 min, and then 24.62 g (0.15 mol) of methyl 4-formylbenzoate in 300 mL of Et2O was cannulated to the lithiopyridine solution. The mixture was continually stirred at -78° C. for 2 h and at room temperature for 2 more h. The reaction was quenched with 400 mL of brin... Product: CC1=CC=2N=C(N=C(C2S1)NCCCN)N1CCNC2=C(C1)C=CC=C2 (N-[6-Methyl-2-(1,2,3,5-tetrahydro-4H-1,4-benzodiazepin-4-yl)thieno[3,2-d]pyrimidin-4-yl]propane-1,3-diamine). Reactants: ClC=1N=C(C2=C(N1)C=C(S2)C)Cl (2,4-dichloro-6-methylthieno[3,2-d]pyrimidine), C(CCN)N (propane-1,3-diamine), N1CCNCC2=C1C=CC=C2 (2,3,4,5-tetrahydro-1H-benzo[e][1,4]diazepine). Reaction SMILES: Cl[C:2]1[N:3]=[C:4](Cl)[C:5]2[S:10][C:9]([CH3:11])=[CH:8][C:6]=2[N:7]=1.[CH2:13]([NH2:17])[CH2:14][CH2:15][NH2:16].[NH:18]1[C:24]2[CH:25]=[CH:26][CH:27]=[CH:28][C:23]=2[CH2:22][NH:21][CH2:20][CH2:19]1>>[CH3:11][C:9]1[S:10][C:5]2[C:4]([NH:16][CH2:15][CH2:14][CH2:13][NH2:17])=[N:3][C:2]([N:21]3[CH2:22][C:23]4[CH:28]=[CH:27][CH:26]=[CH:25][C:24]=4[NH:18][CH2:19][CH2:20]3)=[N:7][C:6]=2[CH:8]=1. Reported procedure: The title compound was prepared in analogy to Example 1-1 in Scheme 1 by using 2,4-dichloro-6-methylthieno[3,2-d]pyrimidine and propane-1,3-diamine, followed by reaction with 2,3,4,5-tetrahydro-1H-benzo[e][1,4]diazepine. MS obsd. (ESI+) [(M+H)+] 369, 1H NMR (400 MHz, METHANOL-d4) δ ppm 7.35 (d, J=7.1 Hz, 1H), 7.00-7.07 (m, 1H), 6.76-6.87 (m, 3H), 4.82 (s, 2H), 4.01-4.06 (m, 2H), 3.70 (t, J=6.6 Hz, 2H), 3.18-3.23 (m, 2H), 2.87 (t, J=6.4 Hz, 2H), 2.54 (s, 3H), 1.91-1.99 (m, 2H).